Dataset: the Open Reaction Database (ORD), a public repository of structured organic reaction records. Task: describe an organic reaction: reactants, conditions, products, and yield The solvent is CN(C)C=O (DMF). Product: CN1C(=NC2=C1C=CC(=C2)[N+](=O)[O-])C(F)(F)F (1-methyl-5-Nitro-2-(trifluoromethyl)-1H-benzo[d]imidazole). Procedure details: 5-Nitro-2-(trifluoromethyl)-1H-benzo[d]imidazole (4.45 g, 19.1 mmol, 1.0 eq.), K2CO3 (3.2 g, 23.0 mmol, 1.2 eq.) and methyliodide (1.2 ml, 19.1 mmol, 1.0 eq.) were dissolved in DMF (anhydrous, 50 ml). The reaction was stirred at RT for 2 h. TLC showed mostly starting material. The mixture was stirred at RT for another 16 h. The DMF was removed in vacuo and the residue redissolved in a minimum of hot EtOAc and recrystallized (gave mixture). Crystals and mother liquor were combined and evaporated ... As a reaction SMILES: [N+:1]([C:4]1[CH:16]=[CH:15][C:7]2[NH:8][C:9]([C:11]([F:14])([F:13])[F:12])=[N:10][C:6]=2[CH:5]=1)([O-:3])=[O:2].[C:17]([O-])([O-])=O.[K+].[K+].CI>CN(C=O)C>[CH3:17][N:8]1[C:7]2[CH:15]=[CH:16][C:4]([N+:1]([O-:3])=[O:2])=[CH:5][C:6]=2[N:10]=[C:9]1[C:11]([F:14])([F:13])[F:12] |f:1.2.3|. The reactants are [N+](=O)([O-])C1=CC2=C(NC(=N2)C(F)(F)F)C=C1 (5-Nitro-2-(trifluoromethyl)-1H-benzo[d]imidazole), C(=O)([O-])[O-].[K+].[K+] (K2CO3), CI (methyliodide). Reaction conditions: time 2 hour. Yield: 21.4%. Reactants: C(C=C)C#N (allylcyanide), C1(=CC=CC=C1)[SiH](Cl)Cl (phenyldichlorosilane). Reagents/catalysts: [Pt] (platinum), [H+].[H+].Cl[Pt-2](Cl)(Cl)(Cl)(Cl)Cl (chloroplatinic acid). Reaction conditions: temperature 120 celsius. The product is C(#N)CCC[Si](Cl)(Cl)C1=CC=CC=C1 ((γ-cyanopropyl) phenyldichlorosilane). As a reaction SMILES: [CH2:1]([C:4]#[N:5])[CH:2]=[CH2:3].[C:6]1([SiH:12]([Cl:14])[Cl:13])[CH:11]=[CH:10][CH:9]=[CH:8][CH:7]=1>[Pt].[H+].[H+].Cl[Pt-2](Cl)(Cl)(Cl)(Cl)Cl>[C:4]([CH2:1][CH2:2][CH2:3][Si:12]([C:6]1[CH:11]=[CH:10][CH:9]=[CH:8][CH:7]=1)([Cl:14])[Cl:13])#[N:5] |f:3.4.5|. Procedure details: (γ-Cyanopropyl) phenyldichlorosilane was prepared by adding 67.1 grams (1.0 moles) of allylcyanide slowly to 177.1 grams (1.0 moles) of phenyldichlorosilane containing 10-4 moles of platinum as chloroplatinic acid at a temperature of 130° - 135° C. in a three-necked flask. After completion of the addition, the reaction mixture was heated at 120° C. for 16 hours. The pure (γ-cyanopropyl) phenyldichlorosilane was isolated by fractional distillation (b.p. 132° C./0.7 mm).